The task is: describe an organic reaction: reactants, conditions, products, and yield. This data is from the Open Reaction Database (ORD), a public repository of structured organic reaction records. The reactants are CCI, COC(=O)C1=C(C)NC2=C(C(=O)OC2)C1c1ccccc1C(F)(F)F, [H-], [Na+], C1CCOC1. The product is CCN1C(C)=C(C(=O)OC)C(c2ccccc2C(F)(F)F)C2=C1COC2=O. As a reaction SMILES: [CH2:28]([CH3:29])[I:30].[CH3:1][C:2]1=[C:3]([C:22](=[O:23])[O:24][CH3:25])[CH:4]([c:12]2[c:13]([C:18]([F:19])([F:20])[F:21])[cH:14][cH:15][cH:16][cH:17]2)[C:5]2=[C:6]([NH:7]1)[CH2:8][O:9][C:10]2=[O:11].[H-:26].[Na+:27].[O:31]1[CH2:32][CH2:33][CH2:34][CH2:35]1>>[CH3:1][C:2]1=[C:3]([C:22](=[O:23])[O:24][CH3:25])[CH:4]([c:12]2[c:13]([C:18]([F:19])([F:20])[F:21])[cH:14][cH:15][cH:16][cH:17]2)[C:5]2=[C:6]([N:7]1[CH2:28][CH3:29])[CH2:8][O:9][C:10]2=[O:11].